From a dataset of the Open Reaction Database (ORD), a public repository of structured organic reaction records. describe an organic reaction: reactants, conditions, products, and yield Reactants: C(=O)C1=CC=C(O1)B(O)O ((5-formyl-2-furyl)boronic acid), solution, CNC (dimethylamine), CNC (dimethylamine), BH(OAc)3. Run in COCCOC (DME), C1CCOC1 (THF), C1CCOC1 (THF). Conditions: time 5 minute. Yields the product CN(C)CC1=CC=C(O1)B(O)O ({5-[(dimethylamino)methyl]-2-furyl}boronic acid). Reaction SMILES: [CH:1]([C:3]1[O:7][C:6]([B:8]([OH:10])[OH:9])=[CH:5][CH:4]=1)=O.[CH3:11][NH:12][CH3:13]>COCCOC.C1COCC1>[CH3:11][N:12]([CH2:1][C:3]1[O:7][C:6]([B:8]([OH:10])[OH:9])=[CH:5][CH:4]=1)[CH3:13]. Procedure details: To a solution of (5-formyl-2-furyl)boronic acid (50 mg, 0.36 mmol) in DME (1.0 mL) was added a 2.0M solution of dimethylamine in THF (0.53 mL, 1.0 mmol). The reaction mixture stirred for 5 minutes before resin bound MP-BH(OAc)3 (2.2 mmol/g, 0.33 g, 0.714 mmol) was added. The reaction mixture was stirred at room temperature for five hours and an additional 1 equivalent of dimethylamine in THF was added and stirring continued overnight. The reaction mixture was filtered through a plug of glass woo... Starting materials: C[C@@]12CCC[C@@]([C@H]1CC[C@]34[C@H]2CC[C@@H](C3)C(=C)C4)(C)C(=O)O (Kaurenoic acid), C1(CCCCC1)N (cyclohexylamine), C(=O)(C(=O)Cl)Cl ((COCl)2). The reagents and catalysts are CN(C)C=O (DMF). Run in C(Cl)Cl (CH2Cl2). Product: C1(CCCCC1)[NH-] (N-cyclohexylamide), C[C@@]12CCC[C@@]([C@H]1CC[C@]34[C@H]2CC[C@@H](C3)C(=C)C4)(C)C(=O)O (kaurenoic acid). Reaction SMILES: [CH3:1][C@:2]12[C@@H:11]3[CH2:12][CH2:13][C@@H:14]4[C:16]([CH2:18][C@@:10]3([CH2:15]4)[CH2:9][CH2:8][C@@H:7]1[C@@:6]([C:20]([OH:22])=[O:21])([CH3:19])[CH2:5][CH2:4][CH2:3]2)=[CH2:17].C(Cl)(C(Cl)=O)=O.[CH:29]1([NH2:35])[CH2:34][CH2:33][CH2:32][CH2:31][CH2:30]1>C(Cl)Cl.CN(C=O)C>[CH:29]1([NH-:35])[CH2:34][CH2:33][CH2:32][CH2:31][CH2:30]1.[CH3:1][C@:2]12[C@@H:11]3[CH2:12][CH2:13][C@@H:14]4[C:16]([CH2:18][C@@:10]3([CH2:15]4)[CH2:9][CH2:8][C@@H:7]1[C@@:6]([C:20]([OH:22])=[O:21])([CH3:19])[CH2:5][CH2:4][CH2:3]2)=[CH2:17]. Procedure: Kaurenoic acid can be dissolved in dry CH2Cl2 and treated with 10 equivalents of (COCl)2 followed by two drops of DMF. When the reaction stops bubbling, the CH2Cl2 solvent and (COCl)2 can be evaporated under vacuum and the reaction residue can be redissolved in dry benzene and then treated with 5 equivalents of cyclohexylamine to yield N-cyclohexylamide derivative of kaurenoic acid. Reactants: Oc1ccc2cc(Cc3cc(Br)ccc3Cl)sc2c1, CCCBr. Product: CCCOc1ccc2cc(Cc3cc(Br)ccc3Cl)sc2c1. Reaction SMILES: [Br:1][c:2]1[cH:3][cH:4][c:5]([Cl:19])[c:6]([CH2:8][c:9]2[cH:10][c:11]3[c:12]([s:13]2)[cH:14][c:15]([OH:18])[cH:16][cH:17]3)[cH:7]1.[Br:20][CH2:21][CH2:22][CH3:23]>>[Br:1][c:2]1[cH:3][cH:4][c:5]([Cl:19])[c:6]([CH2:8][c:9]2[cH:10][c:11]3[c:12]([s:13]2)[cH:14][c:15]([O:18][CH2:21][CH2:22][CH3:23])[cH:16][cH:17]3)[cH:7]1. Starting materials: CCO (EtOH), N1=CC(=CC=C1)CCCO (3-Pyridinepropanol), CC(=O)O (AcOH), Cl (HCl). Reagents/catalysts: O.[Pt](=O)=O (platinum(IV)oxide hydrate). Run in O (water). Reaction conditions: time 3 day. Yields the product N1CC(CCC1)CCCO (3-Piperidin-3-ylpropan-1-ol). Reaction SMILES: [N:1]1[CH:6]=[CH:5][CH:4]=[C:3]([CH2:7][CH2:8][CH2:9][OH:10])[CH:2]=1.CC(O)=O.Cl.CCO>O.[Pt](=O)=O.O>[NH:1]1[CH2:6][CH2:5][CH2:4][CH:3]([CH2:7][CH2:8][CH2:9][OH:10])[CH2:2]1 |f:4.5|. Reported procedure: A 500 mL Parr hydrogenation bottle was charged with 3-Pyridinepropanol (10.0 g, 72.9 mmol), platinum(IV)oxide hydrate (Adam's Catalyst) (500 mg), AcOH (30 mL), and HCl, 37% (1 mL). Contents of the bottle were hydrogenated at 47 psi for three days. EtOH and water were added, and the reaction mixture was filtered through CELITE. NaOH (10 N) was added and the mixture was extracted with methylene chloride, dried with anhydrous MgSO4, filtered and concentrated. The product was concentrated from PhMe ... Reactants: FC1=C(C(=O)O)C=C(C(=C1)F)F (2,4,5-trifluorobenzoic acid), halogen, II (iodine), ClS(=O)(=O)O (chlorosulphonic acid), OS(=O)(=O)O.O=S(=O)=O (oleum). Yields the product FC1=C(C(=O)O)C=C(C(=C1Cl)F)F (2,4,5-Trifluoro-3-chlorobenzoic acid). Reaction SMILES: [F:1][C:2]1[CH:10]=[C:9]([F:11])[C:8]([F:12])=[CH:7][C:3]=1[C:4]([OH:6])=[O:5].[Cl:13]S(O)(=O)=O.OS(O)(=O)=O.O=S(=O)=O.II>>[F:1][C:2]1[C:10]([Cl:13])=[C:9]([F:11])[C:8]([F:12])=[CH:7][C:3]=1[C:4]([OH:6])=[O:5] |f:2.3|. Procedure details: The chlorination of the 2,4,5-trifluorobenzoic acid is carried out in the melt, under pressure and/or in a solvent, for example chlorosulphonic acid or oleum, in the presence of halogen transfer agents, for example iodine. 2,4,5-Trifluoro-3-chlorobenzoic acid is obtained in this reaction. However, since the reaction mixture still contains unchanged starting material and some 2,4,5,-trifluoro-3,6-dichlorobenzoic acid, the crude mixture is treated, without intermediate isolation, with thionyl chlo... Starting materials: O1CCCC1 (tetrahydrofuran), S(C#N)CCCCCOC1=C(C=C(C(=C1)SCC(F)(F)F)Cl)F (5-thiocyanatopentyl-[4-chloro-2-fluoro-5-(2,2,2-trifluoroethylthio)phenyl]ether), FC(F)(F)[Si](C)(C)C (trifluoromethyltrimethylsilane), O1CCCC1 (tetrahydrofuran), [F-].C(CCC)[N+](CCCC)(CCCC)CCCC (tetra-n-butylammonium fluoride). Solvent: C(C)(=O)OCC (ethyl acetate), CCCCCC (n-hexane). Conditions: time 8 hour. Product: FC(SCCCCCOC1=C(C=C(C(=C1)SCC(F)(F)F)Cl)F)(F)F (5-trifluoromethylthiopentyl-[4-chloro-2-fluoro-5-(2,2,2-trifluoroethylthio)phenyl]ether). The yield is 59.8%. As a reaction SMILES: O1CCCC1.[S:6]([CH2:9][CH2:10][CH2:11][CH2:12][CH2:13][O:14][C:15]1[CH:20]=[C:19]([S:21][CH2:22][C:23]([F:26])([F:25])[F:24])[C:18]([Cl:27])=[CH:17][C:16]=1[F:28])C#N.[F:29][C:30]([Si](C)(C)C)([F:32])[F:31].[F-].C([N+](CCCC)(CCCC)CCCC)CCC>C(OCC)(=O)C.CCCCCC>[F:29][C:30]([F:32])([F:31])[S:6][CH2:9][CH2:10][CH2:11][CH2:12][CH2:13][O:14][C:15]1[CH:20]=[C:19]([S:21][CH2:22][C:23]([F:26])([F:24])[F:25])[C:18]([Cl:27])=[CH:17][C:16]=1[F:28] |f:3.4|. Procedure details: To 60 ml of tetrahydrofuran were added 3.9 g (10.1 mmol) of 5-thiocyanatopentyl-[4-chloro-2-fluoro-5-(2,2,2-trifluoroethylthio)phenyl]ether and 4.5 g (31.6 mmol) of trifluoromethyltrimethylsilane. Thereto was added 1.0 ml (1.04 mmol) of tetrahydrofuran solution (1 mol/liter) of tetra-n-butylammonium fluoride at 0° C., and reaction was carried out. The mixture was stirred overnight at room temperature. Then, the solvent was distilled off under reduced pressure, and the residue was purified by sil... The reactants are NCC(C)N (1,2-diaminopropane), FC=1C=C(C=C(C1)F)CC(CN)N (3-(3,5-difluorophenyl)propane-1,2-diamine), C(C1=CC=CC=C1)(=O)NC=1C=C(C(=O)O)C=CN1 (2-benzamidoisonicotinic acid). Product: FC=1C=C(CC2N=C(NC2)C2=CC(=NC=C2)NC(C2=CC=CC=C2)=O)C=C(C1)F (N-(4-(4-(3,5-difluorobenzyl)-4,5-dihydro-1H-imidazol-2-yl)pyridin-2-yl)benzamide). Isolated yield 24.0%. As a reaction SMILES: NCC(N)C.[F:6][C:7]1[CH:8]=[C:9]([CH2:14][CH:15]([NH2:18])[CH2:16][NH2:17])[CH:10]=[C:11]([F:13])[CH:12]=1.[C:19]([NH:27][C:28]1[CH:29]=[C:30]([CH:34]=[CH:35][N:36]=1)[C:31](O)=O)(=[O:26])[C:20]1[CH:25]=[CH:24][CH:23]=[CH:22][CH:21]=1>>[F:6][C:7]1[CH:8]=[C:9]([CH:10]=[C:11]([F:13])[CH:12]=1)[CH2:14][CH:15]1[CH2:16][NH:17][C:31]([C:30]2[CH:34]=[CH:35][N:36]=[C:28]([NH:27][C:19](=[O:26])[C:20]3[CH:21]=[CH:22][CH:23]=[CH:24][CH:25]=3)[CH:29]=2)=[N:18]1. Procedure details: Following the procedure as described in Example 9, making variations as required to replace 1,2-diaminopropane with 3-(3,5-difluorophenyl)propane-1,2-diamine to react with 2-benzamidoisonicotinic acid, N-(4-(4-(3,5-difluorobenzyl)-4,5-dihydro-1H-imidazol-2-yl)pyridin-2-yl)benzamide was obtained in 24% yield: MS (ES+) m/z 393.2 (M+1).